From a dataset of the Open Reaction Database (ORD), a public repository of structured organic reaction records. describe an organic reaction: reactants, conditions, products, and yield Starting materials: CC(C)(C)OC(=O)N1CCC(O)CC1, CC(C)OC(=O)N=NC(=O)OC(C)C, C1CCOC1, COC(=O)c1ccc(-c2ccccc2)cc1NC(=O)c1ccc(O)cc1O, c1ccc(P(c2ccccc2)c2ccccc2)cc1. The product is COC(=O)c1ccc(-c2ccccc2)cc1NC(=O)c1ccc(OC2CCN(C(=O)OC(C)(C)C)CC2)cc1O. Reaction SMILES: [C:1]([CH3:2])([CH3:3])([CH3:4])[O:5][C:6](=[O:7])[N:8]1[CH2:9][CH2:10][CH:11]([OH:14])[CH2:12][CH2:13]1.[O:34]=[C:35]([O:36][CH:37]([CH3:38])[CH3:39])[N:40]=[N:41][C:42]([O:43][CH:44]([CH3:45])[CH3:46])=[O:47].[O:75]1[CH2:76][CH2:77][CH2:78][CH2:79]1.[OH:48][c:49]1[c:50]([C:51](=[O:52])[NH:53][c:54]2[c:55]([C:56](=[O:57])[O:58][CH3:59])[cH:60][cH:61][c:62](-[c:64]3[cH:65][cH:66][cH:67][cH:68][cH:69]3)[cH:63]2)[cH:70][cH:71][c:72]([OH:74])[cH:73]1.[c:15]1([P:16]([c:17]2[cH:18][cH:19][cH:20][cH:21][cH:22]2)[c:23]2[cH:24][cH:25][cH:26][cH:27][cH:28]2)[cH:29][cH:30][cH:31][cH:32][cH:33]1>>[C:1]([CH3:2])([CH3:3])([CH3:4])[O:5][C:6](=[O:7])[N:8]1[CH2:9][CH2:10][CH:11]([O:14][c:72]2[cH:71][cH:70][c:50]([C:51](=[O:52])[NH:53][c:54]3[c:55]([C:56](=[O:57])[O:58][CH3:59])[cH:60][cH:61][c:62](-[c:64]4[cH:65][cH:66][cH:67][cH:68][cH:69]4)[cH:63]3)[c:49]([OH:48])[cH:73]2)[CH2:12][CH2:13]1. The reactants are N1C=CC=2C(=CC=CC12)C(=O)OC (methyl indole-4-carboxylate), C1(=CC=CC=C1)S(=O)(=O)Cl (benzenesulphonyl chloride), C([O-])([O-])=O.[K+].[K+] (potassium carbonate), C1(=CC=CC=C1)S(=O)(=O)Cl (benzenesulphonyl chloride), C([O-])([O-])=O.[K+].[K+] (potassium carbonate). The solvent is CCC(C)=O (butan-3-one), O (water). Reaction conditions: time 5 hour. Product: C1(=CC=CC=C1)S(=O)(=O)N1C=CC=2C(=CC=CC12)C(=O)OC (Methyl 1-( benzenesulphonyl)-1H-indole-4-carboxylate). RXN SMILES: [NH:1]1[C:9]2[CH:8]=[CH:7][CH:6]=[C:5]([C:10]([O:12][CH3:13])=[O:11])[C:4]=2[CH:3]=[CH:2]1.[C:14]1([S:20](Cl)(=[O:22])=[O:21])[CH:19]=[CH:18][CH:17]=[CH:16][CH:15]=1.C(=O)([O-])[O-].[K+].[K+]>CCC(=O)C.O>[C:14]1([S:20]([N:1]2[C:9]3[CH:8]=[CH:7][CH:6]=[C:5]([C:10]([O:12][CH3:13])=[O:11])[C:4]=3[CH:3]=[CH:2]2)(=[O:22])=[O:21])[CH:19]=[CH:18][CH:17]=[CH:16][CH:15]=1 |f:2.3.4|. Reported procedure: A mixture of methyl indole-4-carboxylate (J. Org. Chem. 1980, 45, 3350) (5.0 g, 28.5 mmol), benzenesulphonyl chloride (10.1 g, 57.1 mmol) and anhydrous potassium carbonate (15.78 g, 114 mmol) in butan-3-one (150 ml) was refluxed under nitrogen for 15 hours. Additional benzenesulphonyl chloride (10.1 g) and anhydrous potassium carbonate (10.1 g) were added and refluxing was continued for 5 hours. The mixture was diluted with water (300 ml) and extracted with diethyl ether (3×300 ml). The combined... Isolated yield 48.2%. RXN SMILES: [C:1]1([C:7]2[NH:8][C:9]([CH:13]=[O:14])=[C:10]([Cl:12])[N:11]=2)[CH:6]=[CH:5][CH:4]=[CH:3][CH:2]=1.[CH2:15](Cl)[C:16]1[CH:21]=[CH:20][CH:19]=[CH:18][CH:17]=1.C(=O)([O-])[O-].[K+].[K+]>CN(C)C=O>[CH2:15]([N:8]1[C:9]([CH:13]=[O:14])=[C:10]([Cl:12])[N:11]=[C:7]1[C:1]1[CH:2]=[CH:3][CH:4]=[CH:5][CH:6]=1)[C:16]1[CH:21]=[CH:20][CH:19]=[CH:18][CH:17]=1 |f:2.3.4|. The solvent is ice water, CN(C=O)C (dimethylformamide). Reported procedure: In 150 ml of dimethylformamide, there were stirred 206.5 g of 2-phenyl-4-chloro-5-formylimidazole, 133 g of benzyl chloride and 103.5 g of anhydrous potassium carbonate at 110°-120° C. for an hour. The reaction mixture was poured in ice-water and the resulting precipitate was recovered by filtration and recrystallized from acetonitrile twice. By the above procedure was obtained 143 g of 1-benzyl-2-phenyl-4-chloro-5-formylimidazole as colorless needles, m.p. 117°-118° C. Reactants: C1(=CC=CC=C1)C=1NC(=C(N1)Cl)C=O (2-phenyl-4-chloro-5-formylimidazole), C(C1=CC=CC=C1)Cl (benzyl chloride), C([O-])([O-])=O.[K+].[K+] (potassium carbonate). Yields the product C(C1=CC=CC=C1)N1C(=NC(=C1C=O)Cl)C1=CC=CC=C1 (1-benzyl-2-phenyl-4-chloro-5-formylimidazole).